This data is from the Open Reaction Database (ORD), a public repository of structured organic reaction records. The task is: describe an organic reaction: reactants, conditions, products, and yield Reactants: ClC1=CC(=C(CN2N=CC3=CC(=CC=C23)\C=C/2\C(N(C(S2)=O)C[C@@H]2NCCC2)=O)C=C1)C(F)(F)F ((5Z)-5-({1-[4-chloro-2-(trifluoromethyl)benzyl]-1H-indazol-5-yl}methylidene)-3-[(2R)-pyrrolidin-2-ylmethyl]-1,3-thiazolidine-2,4-dione), BrCC(=O)N (2-bromoacetamide). Product: ClC1=CC(=C(CN2N=CC3=CC(=CC=C23)\C=C/2\C(N(C(S2)=O)C[C@@H]2N(CCC2)CC(=O)N)=O)C=C1)C(F)(F)F (2-[(2R)-2-{[(5Z)-5-({1-[4-Chloro-2-(trifluoromethyl)benzyl]-1H-indazol-5-yl}methylidene)-2,4-dioxo-1,3-thiazolidin-3-yl]methyl}pyrrolidin-1-yl]acetamide). As a reaction SMILES: [Cl:1][C:2]1[CH:31]=[CH:30][C:5]([CH2:6][N:7]2[C:15]3[C:10](=[CH:11][C:12](/[CH:16]=[C:17]4/[C:18](=[O:29])[N:19]([CH2:23][C@H:24]5[CH2:28][CH2:27][CH2:26][NH:25]5)[C:20](=[O:22])[S:21]/4)=[CH:13][CH:14]=3)[CH:9]=[N:8]2)=[C:4]([C:32]([F:35])([F:34])[F:33])[CH:3]=1.Br[CH2:37][C:38]([NH2:40])=[O:39]>>[Cl:1][C:2]1[CH:31]=[CH:30][C:5]([CH2:6][N:7]2[C:15]3[C:10](=[CH:11][C:12](/[CH:16]=[C:17]4/[C:18](=[O:29])[N:19]([CH2:23][C@H:24]5[CH2:28][CH2:27][CH2:26][N:25]5[CH2:37][C:38]([NH2:40])=[O:39])[C:20](=[O:22])[S:21]/4)=[CH:13][CH:14]=3)[CH:9]=[N:8]2)=[C:4]([C:32]([F:35])([F:33])[F:34])[CH:3]=1. Reported procedure: 2-[(2R)-2-{[(5Z)-5-({1-[4-Chloro-2-(trifluoromethyl)benzyl]-1H-indazol-5-yl}methylidene)-2,4-dioxo-1,3-thiazolidin-3-yl]methyl}pyrrolidin-1-yl]acetamide was prepared from (5Z)-5-({1-[4-chloro-2-(trifluoromethyl)benzyl]-1H-indazol-5-yl}methylidene)-3-[(2R)-pyrrolidin-2-ylmethyl]-1,3-thiazolidine-2,4-dione and 2-bromoacetamide following General Procedure H. The reactants are OCC(CO)(CO)CO (pentaerythritol), C(CCCCCCCCCCCCCCCCC)(=O)O (stearic acid), C(CCCCC(=O)O)(=O)O (adipic acid), OC(C(=O)O)CCCCCCCCCCCCCCCC (hydroxystearic acid). The reagents and catalysts are [Sn] (tin). Product: OC(C(=O)O)CCCCCCCCCCCCCCCC.C(CCCCCCCCCCCCCCCCC)(=O)O.C(CCCCC(=O)O)(=O)O.OCC(CO)(CO)CO (pentaerythritol adipate stearate hydroxystearate). Reaction SMILES: [OH:1][CH2:2][C:3]([CH2:8][OH:9])([CH2:6][OH:7])[CH2:4][OH:5].[C:10]([OH:29])(=[O:28])[CH2:11][CH2:12][CH2:13][CH2:14][CH2:15][CH2:16][CH2:17][CH2:18][CH2:19][CH2:20][CH2:21][CH2:22][CH2:23][CH2:24][CH2:25][CH2:26][CH3:27].[C:30]([OH:39])(=[O:38])[CH2:31][CH2:32][CH2:33][CH2:34][C:35]([OH:37])=[O:36].[OH:40][CH:41]([CH2:45][CH2:46][CH2:47][CH2:48][CH2:49][CH2:50][CH2:51][CH2:52][CH2:53][CH2:54][CH2:55][CH2:56][CH2:57][CH2:58][CH2:59][CH3:60])[C:42]([OH:44])=[O:43]>[Sn]>[OH:40][CH:41]([CH2:45][CH2:46][CH2:47][CH2:48][CH2:49][CH2:50][CH2:51][CH2:52][CH2:53][CH2:54][CH2:55][CH2:56][CH2:57][CH2:58][CH2:59][CH3:60])[C:42]([OH:44])=[O:43].[C:10]([OH:29])(=[O:28])[CH2:11][CH2:12][CH2:13][CH2:14][CH2:15][CH2:16][CH2:17][CH2:18][CH2:19][CH2:20][CH2:21][CH2:22][CH2:23][CH2:24][CH2:25][CH2:26][CH3:27].[C:30]([OH:39])(=[O:38])[CH2:31][CH2:32][CH2:33][CH2:34][C:35]([OH:37])=[O:36].[OH:1][CH2:2][C:3]([CH2:8][OH:9])([CH2:6][OH:7])[CH2:4][OH:5] |f:5.6.7.8,^3:60|. Procedure: As in Example J, 70.7 g (0.52 mole) pentaerythritol instead of glycerol, 298.4 g (1.105 moles) technical stearic acid, 66.4 g (0.455 mole) adipic acid and 20.3 g (0.065 mole) technical hydroxystearic acid were reacted using a total of 0.5 g tin powder as catalyst. After filtration under pressure at 90° C. in the presence of bleaching earth and cooling, the pentaerythritol adipate stearate hydroxystearate (8:7:17;1) (material K; 355 g) was present as a pale yellowish, brittle, wax-like mass (drop... Reactants: CN1N=C(C(=C1S(N(C)C)(=O)=O)S(=O)(=O)N=C=O)C (1,3-dimethyl-5-dimethylsulfamoylpyrazole-4-sulfonyl isocyanate), NC1=NC(=CC(=N1)OC)C (2-amino-4-methoxy-6-methylpyrimidine). The product is COC1=NC(=NC(=C1)C)NC(=O)NS(=O)(=O)C=1C(=NN(C1S(N(C)C)(=O)=O)C)C (N-[(4-methoxy-6-methylpyrimidin-2-yl)aminocarbonyl]-1,3-dimethyl-5-dimethylsulfamoylpyrazole-4-sulfonamide). Reaction SMILES: [CH3:1][N:2]1[C:6]([S:7](=[O:12])(=[O:11])[N:8]([CH3:10])[CH3:9])=[C:5]([S:13]([N:16]=[C:17]=[O:18])(=[O:15])=[O:14])[C:4]([CH3:19])=[N:3]1.[NH2:20][C:21]1[N:26]=[C:25]([O:27][CH3:28])[CH:24]=[C:23]([CH3:29])[N:22]=1>>[CH3:28][O:27][C:25]1[CH:24]=[C:23]([CH3:29])[N:22]=[C:21]([NH:20][C:17]([NH:16][S:13]([C:5]2[C:4]([CH3:19])=[N:3][N:2]([CH3:1])[C:6]=2[S:7](=[O:11])(=[O:12])[N:8]([CH3:10])[CH3:9])(=[O:15])=[O:14])=[O:18])[N:26]=1. Reported procedure: From the compound as prepared above, following the procedures of Examples 1 and 2, there was synthesized 1,3-dimethyl-5-dimethylsulfamoylpyrazole-4-sulfonyl isocyanate, which was in turn allowed to react with 2-amino-4-methoxy-6-methylpyrimidine to obtain the title compound. m.p. 215°-217° C., The reactants are COC(C(NCC1=C(C=CC(=C1)C(F)(F)F)C1=C(C=CC(=C1)C(C)C)OC)C1=CC(=CC(=C1)C(F)(F)F)C(F)(F)F)=O (methyl[3,5-bis(trifluoromethyl)phenyl]({[5′-isopropyl-2′-methoxy-4-(trifluoromethyl)biphenyl-2-yl]methyl}amino)acetate), solution. Solvent: CCOCC (Et2O), [H-].[H-].[H-].[H-].[Li+].[Al+3] (LAH), [H-].[H-].[H-].[H-].[Li+].[Al+3] (LAH). Reaction conditions: temperature 0 celsius, time 1 hour. The product is FC(C=1C=C(C=C(C1)C(F)(F)F)C(CO)NCC1=C(C=CC(=C1)C(F)(F)F)C1=C(C=CC(=C1)C(C)C)OC)(F)F (2-[3,5-bis(trifluoromethyl)phenyl]-2-({[5′-isopropyl-2′-methoxy-4-(trifluoromethyl)biphenyl-2-yl]methyl}amino)ethanol). RXN SMILES: C[O:2][C:3](=O)[CH:4]([C:28]1[CH:33]=[C:32]([C:34]([F:37])([F:36])[F:35])[CH:31]=[C:30]([C:38]([F:41])([F:40])[F:39])[CH:29]=1)[NH:5][CH2:6][C:7]1[CH:12]=[C:11]([C:13]([F:16])([F:15])[F:14])[CH:10]=[CH:9][C:8]=1[C:17]1[CH:22]=[C:21]([CH:23]([CH3:25])[CH3:24])[CH:20]=[CH:19][C:18]=1[O:26][CH3:27]>CCOCC.[H-].[H-].[H-].[H-].[Li+].[Al+3]>[F:35][C:34]([F:36])([F:37])[C:32]1[CH:33]=[C:28]([CH:4]([NH:5][CH2:6][C:7]2[CH:12]=[C:11]([C:13]([F:14])([F:15])[F:16])[CH:10]=[CH:9][C:8]=2[C:17]2[CH:22]=[C:21]([CH:23]([CH3:24])[CH3:25])[CH:20]=[CH:19][C:18]=2[O:26][CH3:27])[CH2:3][OH:2])[CH:29]=[C:30]([C:38]([F:39])([F:40])[F:41])[CH:31]=1 |f:2.3.4.5.6.7|. Procedure details: A solution of methyl[3,5-bis(trifluoromethyl)phenyl]({[5′-isopropyl-2′-methoxy-4-(trifluoromethyl)biphenyl-2-yl]methyl}amino)acetate (13.2 mg, 0.0217 mmol) was dissolved in Et2O (1.5 mL) and cooled to 0° C. LAH (108.5 μL of a 1 M solution in LAH, 0.1085 mmol) was added dropwise by syringe. The reaction was warmed to room temperature and stirred at room temperature for 1 hour. The reaction was then quenched by addition of H2O (100 μL) followed by 1 N NaOH (100 μL), followed by H2O (300 μL). The g... Starting materials: CCOC(=O)C(NC(C)=O)C(=O)OCC, CC(C)(C)OC(=O)NCC#CCCl, CCO, [Na]. Product: CCOC(=O)C(CC#CCNC(=O)OC(C)(C)C)(NC(C)=O)C(=O)OCC. As a reaction SMILES: [C:14]([CH3:15])(=[O:16])[NH:17][CH:18]([C:19](=[O:20])[O:21][CH2:22][CH3:23])[C:24](=[O:25])[O:26][CH2:27][CH3:28].[C:1]([CH3:2])([CH3:3])([CH3:4])[O:5][C:6](=[O:7])[NH:8][CH2:9][C:10]#[C:11][CH2:12][Cl:13].[CH3:30][CH2:31][OH:32].[Na:29]>>[C:1]([CH3:2])([CH3:3])([CH3:4])[O:5][C:6](=[O:7])[NH:8][CH2:9][C:10]#[C:11][CH2:12][C:18]([NH:17][C:14]([CH3:15])=[O:16])([C:19](=[O:20])[O:21][CH2:22][CH3:23])[C:24](=[O:25])[O:26][CH2:27][CH3:28].